This data is from the Open Reaction Database (ORD), a public repository of structured organic reaction records. The task is: describe an organic reaction: reactants, conditions, products, and yield Reactants: [Al+3], [Al+3], Cc1cc(C=O)c(C)c2c1OC(C)(C)C2, CCOCC, [Cl-], [Cl-], [Cl-], [H-], [H-], [H-], [H-], [Li+]. Yields the product Cc1cc(C)c2c(c1C)CC(C)(C)O2. As a reaction SMILES: [Al+3:2].[Al+3:8].[CH3:11][C:12]1([CH3:25])[O:13][c:14]2[c:15]([c:17]([CH3:24])[c:18]([CH:22]=[O:23])[cH:19][c:20]2[CH3:21])[CH2:16]1.[CH3:26][CH2:27][O:28][CH2:29][CH3:30].[Cl-:10].[Cl-:7].[Cl-:9].[H-:1].[H-:4].[H-:5].[H-:6].[Li+:3]>>[CH3:11][C:12]1([CH3:25])[O:13][c:14]2[c:15]([c:17]([CH3:24])[c:18]([CH3:22])[cH:19][c:20]2[CH3:21])[CH2:16]1. Procedure: Mix (2-benzothiazolyl)(4-piperidinyl)methanone.CF3CO2H (331 g, 9.19 mmol), 2-(4-methoxyphenyl)ethyl bromide (2.07 g, 9.64 mmol), potassium carbonate (3.33 g, 24.1 mmol) and dimethylformamide (35 mL) and heat at 90° C. overnight. Cool to room temperature and partition between a 2:1 mixture of ethyl acetate/toluene and water. Separate the aqueous phase and wash the organic phase with water and brine. Dry (MgSO4) and evaporate the solvent in vacuo. Purify by chromatography (30% ethyl acetate/hexane... The solvent is CN(C=O)C (dimethylformamide). The reactants are S1C(=NC2=C1C=CC=C2)C(=O)C2CCNCC2 ((2-benzothiazolyl)(4-piperidinyl)methanone), C(F)(F)(F)C(=O)O (CF3CO2H), COC1=CC=C(C=C1)CCBr (2-(4-methoxyphenyl)ethyl bromide), C([O-])([O-])=O.[K+].[K+] (potassium carbonate). Reaction SMILES: [S:1]1[C:5]2[CH:6]=[CH:7][CH:8]=[CH:9][C:4]=2[N:3]=[C:2]1[C:10]([CH:12]1[CH2:17][CH2:16][NH:15][CH2:14][CH2:13]1)=[O:11].C(C(O)=O)(F)(F)F.[CH3:25][O:26][C:27]1[CH:32]=[CH:31][C:30]([CH2:33][CH2:34]Br)=[CH:29][CH:28]=1.C(=O)([O-])[O-].[K+].[K+]>CN(C)C=O>[S:1]1[C:5]2[CH:6]=[CH:7][CH:8]=[CH:9][C:4]=2[N:3]=[C:2]1[C:10]([CH:12]1[CH2:17][CH2:16][N:15]([CH2:34][CH2:33][C:30]2[CH:31]=[CH:32][C:27]([O:26][CH3:25])=[CH:28][CH:29]=2)[CH2:14][CH2:13]1)=[O:11] |f:3.4.5|. Yields the product S1C(=NC2=C1C=CC=C2)C(=O)C2CCN(CC2)CCC2=CC=C(C=C2)OC ([2-Benzothiazolyl][1-[2-(4-methoxyphenyl)ethyl]-4-piperidinyl]methanone). Starting materials: CCO, CCOC(=O)c1ccc2c(c1)C(C)(C)CC(c1ccccc1NC(=O)c1ccc(F)cc1)N2, [Li+], [Na+], [OH-], [OH-], O, O. Reaction SMILES: [CH3:39][CH2:40][OH:41].[F:1][c:2]1[cH:3][cH:4][c:5]([C:6](=[O:7])[NH:8][c:9]2[c:10]([CH:15]3[NH:16][c:17]4[cH:18][cH:19][c:20]([C:27](=[O:28])[O:29][CH2:30][CH3:31])[cH:21][c:22]4[C:23]([CH3:25])([CH3:26])[CH2:24]3)[cH:11][cH:12][cH:13][cH:14]2)[cH:32][cH:33]1.[Li+:36].[Na+:38].[OH-:35].[OH-:37].[OH2:34].[OH2:42]>>[F:1][c:2]1[cH:3][cH:4][c:5]([C:6](=[O:7])[NH:8][c:9]2[c:10]([CH:15]3[NH:16][c:17]4[cH:18][cH:19][c:20]([C:27](=[O:28])[OH:29])[cH:21][c:22]4[C:23]([CH3:25])([CH3:26])[CH2:24]3)[cH:11][cH:12][cH:13][cH:14]2)[cH:32][cH:33]1. The product is CC1(C)CC(c2ccccc2NC(=O)c2ccc(F)cc2)Nc2ccc(C(=O)O)cc21. Starting materials: C(C1=CC=CC=C1)N1C[C@@H]2[C@H](C1)[C@H](CC2)NC(C(C2=CC=C(C=C2)F)C2=CC=C(C=C2)F)=O (N-[(3aR,4S,6aS)-2-benzyloctahydrocyclopenta[c]pyrrol-4-yl]-2,2-bis(4-fluorophenyl)acetamide), [H][H] (hydrogen). The reagents and catalysts are [OH-].[OH-].[Pd+2] (Pd(OH)2 on carbon). The solvent is C(C)O (ethanol). Product: FC1=CC=C(C=C1)C(C(=O)N[C@H]1CC[C@@H]2CNC[C@@H]21)C2=CC=C(C=C2)F (2,2-bis(4-fluorophenyl)-N-[(3aR,4S,6aS)-octahydrocyclopenta[c]pyrrol-4-yl]acetamide). Reaction SMILES: C([N:8]1[CH2:12][C@@H:11]2[C@@H:13]([NH:16][C:17](=[O:33])[CH:18]([C:26]3[CH:31]=[CH:30][C:29]([F:32])=[CH:28][CH:27]=3)[C:19]3[CH:24]=[CH:23][C:22]([F:25])=[CH:21][CH:20]=3)[CH2:14][CH2:15][C@@H:10]2[CH2:9]1)C1C=CC=CC=1.[H][H]>[OH-].[OH-].[Pd+2].C(O)C>[F:32][C:29]1[CH:30]=[CH:31][C:26]([CH:18]([C:19]2[CH:20]=[CH:21][C:22]([F:25])=[CH:23][CH:24]=2)[C:17]([NH:16][C@@H:13]2[C@@H:11]3[C@@H:10]([CH2:9][NH:8][CH2:12]3)[CH2:15][CH2:14]2)=[O:33])=[CH:27][CH:28]=1 |f:2.3.4|. Reported procedure: N-((3aR,4S,6aS)-2-benzyloctahydrocyclopenta[c]pyrrol-4-yl)-2,2-bis(4-fluorophenyl)acetamide (150 mg, 0.336 mmol) from Example 228 and ethanol (20 ml) were added to 20% Pd(OH)2 on carbon, wet (30.0 mg, 0.214 mmol) in a 50 mL pressure bottle and stirred for 2 hours at under 30 psi hydrogen at 50° C. The mixture was filtered and the solvent removed in vacuo to give 2,2-bis(4-fluorophenyl)-N-[(3aR,4S,6aS)-octahydrocyclopenta[c]pyrrol-4-yl]acetamide: 1H NMR (500 MHz, pyridine-d5) δ ppm 9.09 (d, J=7.1... Starting materials: C1[C@H]([C@H](C2=CC=CC=C21)N)O ((1S,2R)-(−)-cis-1-Amino-2-indanol), C(C)(=O)OCC.CCCCCC (ethyl acetate hexane), NC=1C=CC=C2CCC(CC12)=O (8-amino-3,4-dihydronaphthalen-2(1H)-one), [OH-].[K+] (KOH). The reagents and catalysts are [Ru] (ruthenium), [Ru](Cl)Cl.C1=CC=CC=C1 (Benzene ruthenium(II)chloride). Run in CC(C)O (IPA). Run at temperature 80 celsius, time 30 minute. The product is NC=1C=CC=C2CC[C@H](CC12)O ((R)-8-amino-1,2,3,4-tetrahydronaphthalen-2-ol). The yield is 64.3%. Reaction SMILES: C1C2C(=CC=CC=2)[C@H](N)[C@@H]1O.[NH2:12][C:13]1[CH:14]=[CH:15][CH:16]=[C:17]2[C:22]=1[CH2:21][C:20](=[O:23])[CH2:19][CH2:18]2.[OH-].[K+].C(OCC)(=O)C.CCCCCC>CC(O)C.[Ru](Cl)Cl.C1C=CC=CC=1.[Ru]>[NH2:12][C:13]1[CH:14]=[CH:15][CH:16]=[C:17]2[C:22]=1[CH2:21][C@H:20]([OH:23])[CH2:19][CH2:18]2 |f:2.3,4.5,7.8|. Procedure: Benzene ruthenium(II)chloride dimmer (0.2 g, 0.0004 mol, 0.02 eq), (1S,2R)-(−)-cis-1-Amino-2-indanol (0.24 g, 0.0016 mol, 0.08 eq) were taken in nitrogen bubbled IPA (50 ml). This solution was heated at 80° C. for 20 min and cooled back to RT. 8-amino-3,4-dihydronaphthalen-2(1H)-one (3.3 g, 0.02 mol) was taken in nitrogen bubbled IPA (98 ml), a solution of KOH (0.23 g, 0.004 mol, 0.2 eq) in IPA (50 ml) and the earlier prepared ruthenium solution were added drop wise simultaneously at RT. The ove... Starting materials: CCOCC, O=C(CCl)N1CCC(Cc2ccccc2)CC1, Nc1ccc2cn[nH]c2c1. Yields the product O=C(CNc1ccc2cn[nH]c2c1)N1CCC(Cc2ccccc2)CC1. Reaction SMILES: [CH2:28]([O:29][CH2:30][CH3:31])[CH3:32].[Cl:11][CH2:12][C:13](=[O:14])[N:15]1[CH2:16][CH2:17][CH:18]([CH2:21][c:22]2[cH:23][cH:24][cH:25][cH:26][cH:27]2)[CH2:19][CH2:20]1.[NH2:1][c:2]1[cH:3][cH:4][c:5]2[cH:6][n:7][nH:8][c:9]2[cH:10]1>>[NH:1]([c:2]1[cH:3][cH:4][c:5]2[cH:6][n:7][nH:8][c:9]2[cH:10]1)[CH2:12][C:13](=[O:14])[N:15]1[CH2:16][CH2:17][CH:18]([CH2:21][c:22]2[cH:23][cH:24][cH:25][cH:26][cH:27]2)[CH2:19][CH2:20]1. Starting materials: CC(=O)Nc1nc(C)c(-c2cc(S(=O)(=O)Cl)sc2Br)s1, C=CCN, CCN(C(C)C)C(C)C, ClCCl. Yields the product C=CCNS(=O)(=O)c1cc(-c2sc(NC(C)=O)nc2C)c(Br)s1. Reaction SMILES: [C:1]([CH3:2])(=[O:3])[NH:4][c:5]1[s:6][c:7](-[c:11]2[cH:12][c:13]([S:17](=[O:18])(=[O:19])[Cl:20])[s:14][c:15]2[Br:16])[c:8]([CH3:10])[n:9]1.[CH2:21]([CH:22]=[CH2:23])[NH2:24].[CH:25]([N:26]([CH2:27][CH3:28])[CH:29]([CH3:30])[CH3:31])([CH3:32])[CH3:33].[Cl:34][CH2:35][Cl:36]>>[C:1]([CH3:2])(=[O:3])[NH:4][c:5]1[s:6][c:7](-[c:11]2[cH:12][c:13]([S:17](=[O:18])(=[O:19])[NH:24][CH2:21][CH:22]=[CH2:23])[s:14][c:15]2[Br:16])[c:8]([CH3:10])[n:9]1. Starting materials: C(C1=CC=CC=C1)OC(=O)N1CC(CCC1)C(=O)O (1-(benzyloxycarbonyl)piperidine-3-carboxylic acid), S(=O)(Cl)Cl (thionyl chloride). Solvent: ClCCl (dichloromethane). Run at time 8 hour. Yields the product C(C1=CC=CC=C1)OC(=O)N1CC(CCC1)C(=O)Cl (benzyl-3-(chlorocarbonyl)piperidine-1-carboxylate). As a reaction SMILES: [CH2:1]([O:8][C:9]([N:11]1[CH2:16][CH2:15][CH2:14][CH:13]([C:17]([OH:19])=O)[CH2:12]1)=[O:10])[C:2]1[CH:7]=[CH:6][CH:5]=[CH:4][CH:3]=1.S(Cl)([Cl:22])=O>ClCCl>[CH2:1]([O:8][C:9]([N:11]1[CH2:16][CH2:15][CH2:14][CH:13]([C:17]([Cl:22])=[O:19])[CH2:12]1)=[O:10])[C:2]1[CH:7]=[CH:6][CH:5]=[CH:4][CH:3]=1. Procedure details: To a stirred solution of 1-(benzyloxycarbonyl)piperidine-3-carboxylic acid (1.05 g, 4 mmol) in anhydrous dichloromethane (10 mL), thionyl chloride (0.573 g, 4.81 mmol) was added drop wise at 0° C. After the addition, the solution was stirred at room temperature overnight. Solvent was removed in vacuum to give benzyl-3-(chlorocarbonyl)piperidine-1-carboxylate. Starting materials: 245, ClC1=CC=C(C=C1)C(O)C=1C=CC2=C(N(N=N2)C)C1 (α-(4-chlorophenyl)-1-methyl-1H-benzotriazole-6-methanol), Br (hydrobromic acid). Solvent: C(C)(=O)O (acetic acid). Conditions: temperature 40 celsius, time 2.5 hour. The product is 285, Br.BrC(C=1C=CC2=C(NN=N2)C1)C1=CC=C(C=C1)Cl (6-[bromo(4-chlorophenyl)methyl]-1H-benzotriazole monohydrobromide). The yield is 76.6%. As a reaction SMILES: [Cl:1][C:2]1[CH:7]=[CH:6][C:5]([CH:8]([C:10]2[CH:11]=[CH:12][C:13]3[N:17]=[N:16][N:15](C)[C:14]=3[CH:19]=2)O)=[CH:4][CH:3]=1.[BrH:20]>C(O)(=O)C>[BrH:20].[Br:20][CH:8]([C:5]1[CH:6]=[CH:7][C:2]([Cl:1])=[CH:3][CH:4]=1)[C:10]1[CH:11]=[CH:12][C:13]2[N:17]=[N:16][NH:15][C:14]=2[CH:19]=1 |f:3.4|. Reported procedure: A mixture of 245 parts of α-(4-chlorophenyl)-1-methyl-1H-benzotriazole-6-methanol and 1500 parts of a hydrobromic acid solution in acetic acid was stirred for 2.5 hours at 40° C. The reaction mixture was evaporated at 60° C. and the residue was stirred in dichloromethane. After cooling to 10° C., the precipitated product was filtered off and dried, yielding 285 parts (76.6%) of 6-[bromo(4-chlorophenyl)methyl]-1H-benzotriazole monohydrobromide (int. 130).